Dataset: the Open Reaction Database (ORD), a public repository of structured organic reaction records. Task: describe an organic reaction: reactants, conditions, products, and yield Reactants: C(C1=CC=CC=C1)N1C[C@@H]([C@H](C1)C1=CC=CC=C1)CO (1-benzyl-3-(R)-(hydroxymethyl)-4-(S)-phenylpyrroldine), COCN(C[Si](C)(C)C)CC=C (N-methoxymethyl-N-trimethylsilylmethyl(prop-2-enyl)amine), COCN(C[Si](C)(C)C)CC1=CC=CC=C1 (N-methoxymethyl-N-trimethylsilylmethyl benzyl amine), C1=CSC=C1/C=C/C(=O)O (trans-3-(3-thienyl)acrylic), C(\C=C\C1=CC=CC=C1)(=O)O (trans-cinnamic acid). The product is C(C=C)N1C[C@@H]([C@H](C1)C1=CSC=C1)CO (1-(Prop-2-enyl)-3-(R)-(hydroxymethyl)-4-(S)-(3-thienyl) pyrrolidine). As a reaction SMILES: [CH2:1]([N:8]1[CH2:12][C@H:11]([C:13]2[CH:18]=[CH:17]C=C[CH:14]=2)[C@@H:10]([CH2:19][OH:20])[CH2:9]1)[C:2]1C=CC=C[CH:3]=1.C1C(/C=C/C(O)=O)=C[S:23]C=1.C(O)(=O)/C=C/C1C=CC=CC=1.COCN(CC=C)C[Si](C)(C)C.COCN(CC1C=CC=CC=1)C[Si](C)(C)C>>[CH2:1]([N:8]1[CH2:12][C@H:11]([C:13]2[CH:18]=[CH:17][S:23][CH:14]=2)[C@@H:10]([CH2:19][OH:20])[CH2:9]1)[CH:2]=[CH2:3]. Procedure: The title compound was prepared using procedures analogous to those used to prepare 1-benzyl-3-(R)-(hydroxymethyl)-4-(S)-phenylpyrroldine (Pyrrolidine 1, Step C), except that trans-3-(3-thienyl)acrylic was substituted for trans-cinnamic acid in Step A and N-methoxymethyl-N-trimethylsilylmethyl(prop-2-enyl)amine was substituted for N-methoxymethyl-N-trimethylsilylmethyl benzyl amine in Step B. For the title compound: 1H NMR (500 MHz) δ 2.30-2.34 (m, 1H), 2.44 (t, J=8.5, 1H), 2.67 (t, J=9.0, 1H), ... Reactants: C1CCOC1, CC1(C)CCCC(C)(C)N1, CCCCCC, CCO, Clc1cnccn1, Cl, [Li]CCCC, O=C1CN2CCC1CC2. The product is OC1(c2nccnc2Cl)CN2CCC1CC2. RXN SMILES: [CH2:33]1[O:34][CH2:35][CH2:36][CH2:37]1.[CH3:1][C:2]1([CH3:3])[CH2:4][CH2:5][CH2:6][C:7]([CH3:8])([CH3:9])[NH:10]1.[CH3:38][CH2:39][CH2:40][CH2:41][CH2:42][CH3:43].[CH3:44][CH2:45][OH:46].[Cl:16][c:17]1[n:18][cH:19][cH:20][n:21][cH:22]1.[ClH:32].[Li:11][CH2:12][CH2:13][CH2:14][CH3:15].[N:23]12[CH2:24][C:25](=[O:31])[CH:26]([CH2:27][CH2:28]1)[CH2:29][CH2:30]2>>[Cl:16][c:17]1[n:18][cH:19][cH:20][n:21][c:22]1[C:25]1([OH:31])[CH2:24][N:23]2[CH2:28][CH2:27][CH:26]1[CH2:29][CH2:30]2. Reactants: BrC1=C(C=O)C=CC=C1O (2-bromo-3-hydroxybenzaldehyde), CC(C)([O-])C.[K+] (potassium tert-butoxide), O1C(CC1)=O (oxetan-2one). Run in C1CCOC1 (THF). Run at time 16 hour. Product: BrC1=C(OCCC(=O)O)C=CC=C1C=O (3-(2-Bromo-3-formylphenoxy)propanoic acid). Reaction SMILES: [Br:1][C:2]1[C:9]([OH:10])=[CH:8][CH:7]=[CH:6][C:3]=1[CH:4]=[O:5].CC(C)([O-])C.[K+].[O:17]1[CH2:20][CH2:19][C:18]1=[O:21]>C1COCC1>[Br:1][C:2]1[C:3]([CH:4]=[O:5])=[CH:6][CH:7]=[CH:8][C:9]=1[O:10][CH2:20][CH2:19][C:18]([OH:21])=[O:17] |f:1.2|. Procedure: To a solution of 2-bromo-3-hydroxybenzaldehyde (1 eq.) in THF (1.2 M) was added sequentially potassium tert-butoxide (1.0 M THF solution, 0.8 eq.) and oxetan-2one at RT. The resulting yellow suspension was stirred at RT for 16 h. The reaction mixture was quenched with 10% aq. HCl and extracted with EtOAc. The combined organic extracts were washed with water and brine. Drying over MgSO4, filtration and concentration of the filtrate in vacuo afforded the title compound as a white solid. As a reaction SMILES: [CH2:1](Br)[CH2:2][CH3:3].[Mg].[CH2:6]([N:13]1[CH2:22][CH2:21][C:16]2([O:20][CH2:19][CH2:18][O:17]2)[CH2:15][CH2:14]1)[C:7]1[CH:12]=[CH:11][CH:10]=[CH:9][CH:8]=1>CCOCC.C1C=CC=CC=1>[CH2:6]([N:13]1[CH2:14][CH2:15][C:16]([CH2:1][CH2:2][CH3:3])([O:20][CH2:19][CH2:18][OH:17])[CH2:21][CH2:22]1)[C:7]1[CH:8]=[CH:9][CH:10]=[CH:11][CH:12]=1. Isolated yield 50.5%. The solvent is C1=CC=CC=C1 (benzene), CCOCC (ether), CCOCC (ether). The reactants are C(C1=CC=CC=C1)N1CCC2(OCCO2)CC1 (8-benzyl-1,4-dioxa-8-aza-spiro [4,5] decane), C(CC)Br (propyl bromide), [Mg] (magnesium). Product: C(C1=CC=CC=C1)N1CCC(CC1)(OCCO)CCC (2-(1-benzyl-4-propyl-4-piperidyloxy)-ethanol). Procedure details: A solution of 108 g of propyl bromide in 250 ml of ether was added dropwise to a refluxing mixture of 19.2 g of magnesium in 100 ml of ether and then a solution of 46.6 g of 8-benzyl-1,4-dioxa-8-aza-spiro [4,5] decane in 500 ml of benzene was added in increments. The ether was evaporated off and then cooled and hydrolyzed with a saturated aqueous ammonium chloride solution. The benzene phase was decanted and the aqueous phase was extracted with ether. The ether phase was washed with water until ... The reactants are NC1=C(C(=NO1)C)Br (5-amino-4-bromo-3-methylisoxazole), S1C=C(C=C1)C1=CC=C(S1)S(=O)(=O)Cl (5-(3-thienyl)thiophene-2-sulfonyl chloride). Yields the product BrC=1C(=NOC1NS(=O)(=O)C=1SC(=CC1)C1=CSC=C1)C (N-(4-bromo-3-methyl-5-isoxazolyl)-5-(3-thienyl)thiophene-2-sulfonamide). The yield is 40.0%. As a reaction SMILES: [NH2:1][C:2]1[O:6][N:5]=[C:4]([CH3:7])[C:3]=1[Br:8].[S:9]1[CH:13]=[CH:12][C:11]([C:14]2[S:18][C:17]([S:19](Cl)(=[O:21])=[O:20])=[CH:16][CH:15]=2)=[CH:10]1>>[Br:8][C:3]1[C:4]([CH3:7])=[N:5][O:6][C:2]=1[NH:1][S:19]([C:17]1[S:18][C:14]([C:11]2[CH:12]=[CH:13][S:9][CH:10]=2)=[CH:15][CH:16]=1)(=[O:20])=[O:21]. Procedure: N-(4-bromo-3-methyl-5-isoxazolyl)-5-(3-thienyl)thiophene-2-sulfonamide was prepared in the same manner as described in Example 2 from 5-amino-4-bromo-3-methylisoxazole and 5-(3-thienyl)thiophene-2-sulfonyl chloride in 40% yield. This was purified by HPLC (5% CH3CN to 100% CH3CN over 30 min.) to give a solid. Starting materials: NC(NCCC[C@@H](NC(C(C1=CC=CC=C1)C1=CC=CC=C1)=O)C(=O)NCC1=CC=C(C=C1)OCC)=N[N+](=O)[O-] ((R)-N5 -[amino(nitroimino)methyl]-N2 -(diphenylacetyl)-N-[(4-ethoxyphenyl)-methyl]-ornithinamide), C(C)(=O)O (acetic acid), amide. The reagents and catalysts are [Pd] (palladium black). Run in C(Cl)Cl (CH2Cl2). The product is C1(=CC=CC=C1)C(C(=O)N[C@H](CCCNC(N)=N)C(=O)NCC1=CC=C(C=C1)OCC)C1=CC=CC=C1.C(C)(=O)[O-] ((R)-N2 -(Diphenylacetyl)-N-[(4-ethoxyphenyl)methyl]-argininamide acetate). The yield is 97.0%. RXN SMILES: [NH2:1][C:2](=[N:37][N+]([O-])=O)[NH:3][CH2:4][CH2:5][CH2:6][C@H:7]([C:24]([NH:26][CH2:27][C:28]1[CH:33]=[CH:32][C:31]([O:34][CH2:35][CH3:36])=[CH:30][CH:29]=1)=[O:25])[NH:8][C:9](=[O:23])[CH:10]([C:17]1[CH:22]=[CH:21][CH:20]=[CH:19][CH:18]=1)[C:11]1[CH:16]=[CH:15][CH:14]=[CH:13][CH:12]=1.[C:41]([OH:44])(=[O:43])[CH3:42]>[Pd].C(Cl)Cl>[C:17]1([CH:10]([C:11]2[CH:16]=[CH:15][CH:14]=[CH:13][CH:12]=2)[C:9]([NH:8][C@@H:7]([C:24]([NH:26][CH2:27][C:28]2[CH:29]=[CH:30][C:31]([O:34][CH2:35][CH3:36])=[CH:32][CH:33]=2)=[O:25])[CH2:6][CH2:5][CH2:4][NH:3][C:2](=[NH:1])[NH2:37])=[O:23])[CH:22]=[CH:21][CH:20]=[CH:19][CH:18]=1.[C:41]([O-:44])(=[O:43])[CH3:42] |f:4.5|. Procedure details: Prepared analogously to Example 1c) from (R)-N5 -[amino(nitroimino)methyl]-N2 -(diphenylacetyl)-N-[(4-ethoxyphenyl)-methyl]-ornithinamide by catalytic hydrogenation in the presence of palladium black and 80% aqueous acetic acid in a yield of 97% of theory. Colourless crystals, mp. 97°-100° C. and Rf 0.75. IR (CH2Cl2): 1665 cm-1 (C=O) 1515 cm-1 (amide-II) ESI-MS: (M+H)+ =502 Starting materials: [BH4-], C1CCOC1, CC(=O)O, [Na+], O=C1OC(=O)c2ncccc21. RXN SMILES: [BH4-:12].[CH2:18]1[O:19][CH2:20][CH2:21][CH2:22]1.[CH3:14][C:15](=[O:16])[OH:17].[Na+:13].[n:1]1[c:2]2[c:3]([cH:4][cH:5][cH:6]1)[C:7](=[O:11])[O:8][C:9]2=[O:10]>>[n:1]1[c:2]2[c:3]([cH:4][cH:5][cH:6]1)[C:7](=[O:11])[O:8][CH2:9]2. The product is O=C1OCc2ncccc21.